describe an organic reaction: reactants, conditions, products, and yield From a dataset of the Open Reaction Database (ORD), a public repository of structured organic reaction records. Reactants: C1(=CC=CC=C1)C(C(=O)O)(C)C1=CC=CC=C1 (2,2-diphenylpropanoic acid), NCCCN1CCC(CC1)C=1C=C(C=CC1)NC(=O)C1CC1 (N-{3-[1-(3-aminopropyl)-4-piperidinyl]phenyl}cyclopropanecarboxamide). Yields the product C1(=CC=CC=C1)C(C(=O)NCCCN1CCC(CC1)C=1C=C(C=CC1)NC(=O)C1CC1)(C)C1=CC=CC=C1 (N-[3-(1-{3-[(2,2-DIPHENYLPROPANOYL)AMINO]PROPYL}-4-PIPERIDINYL)PHENYL]CYCLOPROPANECARBOXAMIDE). Reaction SMILES: [C:1]1([C:7]([C:12]2[CH:17]=[CH:16][CH:15]=[CH:14][CH:13]=2)([CH3:11])[C:8]([OH:10])=O)[CH:6]=[CH:5][CH:4]=[CH:3][CH:2]=1.[NH2:18][CH2:19][CH2:20][CH2:21][N:22]1[CH2:27][CH2:26][CH:25]([C:28]2[CH:29]=[C:30]([NH:34][C:35]([CH:37]3[CH2:39][CH2:38]3)=[O:36])[CH:31]=[CH:32][CH:33]=2)[CH2:24][CH2:23]1>>[C:12]1([C:7]([C:1]2[CH:2]=[CH:3][CH:4]=[CH:5][CH:6]=2)([CH3:11])[C:8]([NH:18][CH2:19][CH2:20][CH2:21][N:22]2[CH2:27][CH2:26][CH:25]([C:28]3[CH:29]=[C:30]([NH:34][C:35]([CH:37]4[CH2:39][CH2:38]4)=[O:36])[CH:31]=[CH:32][CH:33]=3)[CH2:24][CH2:23]2)=[O:10])[CH:17]=[CH:16][CH:15]=[CH:14][CH:13]=1. Procedure: Example 123 was prepared from 2,2-diphenylpropanoic acid and N-{3-[1-(3-aminopropyl)-4-piperidinyl]phenyl}cyclopropanecarboxamide according to the procedures described in Scheme 10: ESMS m/e: 510.3 (M+H)+.